From a dataset of the Open Reaction Database (ORD), a public repository of structured organic reaction records. describe an organic reaction: reactants, conditions, products, and yield Starting materials: C1(=CC=CC=C1)C1CCC(CC1)=O (4-phenyl-cyclohexanone), N1CC(C1)NC(=O)CNC(C1=CC(=CC(=C1)F)C(F)(F)F)=O (N-(azetidin-3-ylcarbamoylmethyl)-5-fluoro-3-trifluoromethyl-benzamide). Product: FC=1C=C(C(=O)NCC(NC2CN(C2)C2CCC(CC2)C2=CC=CC=C2)=O)C=C(C1)C(F)(F)F (3-Fluoro-N-{[1-(4-phenyl-cyclohexyl)-azetidin-3-ylcarbamoyl]methyl}-5-trifluoromethyl-benzamide). As a reaction SMILES: [C:1]1([CH:7]2[CH2:12][CH2:11][C:10](=O)[CH2:9][CH2:8]2)[CH:6]=[CH:5][CH:4]=[CH:3][CH:2]=1.[NH:14]1[CH2:17][CH:16]([NH:18][C:19]([CH2:21][NH:22][C:23](=[O:35])[C:24]2[CH:29]=[C:28]([F:30])[CH:27]=[C:26]([C:31]([F:34])([F:33])[F:32])[CH:25]=2)=[O:20])[CH2:15]1>>[F:30][C:28]1[CH:29]=[C:24]([CH:25]=[C:26]([C:31]([F:34])([F:32])[F:33])[CH:27]=1)[C:23]([NH:22][CH2:21][C:19](=[O:20])[NH:18][CH:16]1[CH2:17][N:14]([CH:10]2[CH2:11][CH2:12][CH:7]([C:1]3[CH:6]=[CH:5][CH:4]=[CH:3][CH:2]=3)[CH2:8][CH2:9]2)[CH2:15]1)=[O:35]. Procedure details: The title compound was prepared as a white solid by reductive amination of 4-phenyl-cyclohexanone (Aldrich) and N-(azetidin-3-ylcarbamoylmethyl)-5-fluoro-3-trifluoromethyl-benzamide (as prepared in the previous step) using the procedure described in Step C of Example 4. Reactants: O=C(O)CN1CCC(Cc2ccccc2)CC1, CC(C)O, Cl, Nc1ccc2[nH]c(=S)oc2c1. Yields the product O=C(CN1CCC(Cc2ccccc2)CC1)Nc1ccc2[nH]c(=S)oc2c1. Reaction SMILES: [CH2:2]([c:3]1[cH:4][cH:5][cH:6][cH:7][cH:8]1)[CH:9]1[CH2:10][CH2:11][N:12]([CH2:15][C:16](=[O:17])[OH:18])[CH2:13][CH2:14]1.[CH:30]([OH:31])([CH3:32])[CH3:33].[ClH:1].[NH2:19][c:20]1[cH:21][c:22]2[c:23]([nH:24][c:25](=[S:27])[o:26]2)[cH:28][cH:29]1>>[CH2:2]([c:3]1[cH:4][cH:5][cH:6][cH:7][cH:8]1)[CH:9]1[CH2:10][CH2:11][N:12]([CH2:15][C:16](=[O:18])[NH:19][c:20]2[cH:21][c:22]3[c:23]([nH:24][c:25](=[S:27])[o:26]3)[cH:28][cH:29]2)[CH2:13][CH2:14]1. Reactants: N([C@@H](CCCCNC(=O)OCC1=CC=CC=C1)C(=O)O)C(=O)OC(C)(C)C (Boc-Lys(Z)-OH), N[C@@H]([C@H](O)C)C(=O)OC.Cl (H-Thr-OMe.HCl), CCN=C=NCCCN(C)C (EDCI), C=1C=CC2=C(C1)N=NN2O (HOBT), CN1CCOCC1 (NMM). Solvent: C1CCOC1 (THF). Conditions: time 15 hour. Yields the product N([C@@H](CCCCNC(=O)OCC1=CC=CC=C1)C(=O)N[C@@H]([C@H](O)C)C(=O)OC)C(=O)OC(C)(C)C (Boc-Lys(Z)-Thr-OMe). The yield is 91.5%. As a reaction SMILES: [NH:1]([C:21]([O:23][C:24]([CH3:27])([CH3:26])[CH3:25])=[O:22])[C@H:2]([C:18]([OH:20])=O)[CH2:3][CH2:4][CH2:5][CH2:6][NH:7][C:8]([O:10][CH2:11][C:12]1[CH:17]=[CH:16][CH:15]=[CH:14][CH:13]=1)=[O:9].[NH2:28][C@H:29]([C:33]([O:35][CH3:36])=[O:34])[C@@H:30]([CH3:32])[OH:31].Cl.CCN=C=NCCCN(C)C.C1C=CC2N(O)N=NC=2C=1.CN1CCOCC1>C1COCC1>[NH:1]([C:21]([O:23][C:24]([CH3:27])([CH3:26])[CH3:25])=[O:22])[C@H:2]([C:18]([NH:28][C@H:29]([C:33]([O:35][CH3:36])=[O:34])[C@@H:30]([CH3:32])[OH:31])=[O:20])[CH2:3][CH2:4][CH2:5][CH2:6][NH:7][C:8]([O:10][CH2:11][C:12]1[CH:13]=[CH:14][CH:15]=[CH:16][CH:17]=1)=[O:9] |f:1.2|. Procedure details: 1.14 g (3 mmol) of Boc-Lys(Z)-OH, 0.51 g (3 mmol) of H-Thr-OMe.HCl, 0.68 g of (3.6 mmol) of EDCI, 0.58 g (3.6 mmol) of HOBT and 0.66 ml (6 mmol) of NMM are dissolved at -10° C. in 10 ml THF and stirred at room temperature for 15 hours. The THF is distilled off under vacuum, the residue dissolved in 50 ml ethyl acetate and the organic phase washed three times with 10 ml 0.5 N HCl, 10% NaHCO3 solution and water respectively. The organic phase is dried with MgSO4 and the solvent distilled off under... The reactants are Cc1cc(=O)n(C)c2c1C(=O)CC(c1ccsc1)C2, CCO, Cl, Cl, N=C(N)NN. Product: Cc1cc(=O)n(C)c2c1C(=NNC(=N)N)CC(c1ccsc1)C2, Cl. Reaction SMILES: [CH3:1][n:2]1[c:3](=[O:19])[cH:4][c:5]([CH3:18])[c:6]2[c:11]1[CH2:10][CH:9]([c:12]1[cH:13][s:14][cH:15][cH:16]1)[CH2:8][C:7]2=[O:17].[CH3:27][CH2:28][OH:29].[ClH:20].[ClH:26].[NH2:21][NH:22][C:23](=[NH:24])[NH2:25]>>[CH3:1][n:2]1[c:3](=[O:19])[cH:4][c:5]([CH3:18])[c:6]2[c:11]1[CH2:10][CH:9]([c:12]1[cH:13][s:14][cH:15][cH:16]1)[CH2:8][C:7]2=[N:21][NH:22][C:23](=[NH:24])[NH2:25].[ClH:20]. Reactants: C1(=CC=CC=C1)P(=O)(C1=CC=CC=C1)OC=1[C@@H]([C@@H]2N(C1C(=O)OCC1=CC=C(C=C1)[N+](=O)[O-])C([C@@H]2[C@@H](C)O)=O)C (p-nitrobenzyl (1R,5S,6S)-2-(diphenylphosphoryloxy)-6-[(R)-1-hydroxyethyl]-1-methylcarbapen-2-em-3-carboxylate), C(C)(C)N(CC)C(C)C (diisopropylethylamine), C(C)(=O)SC1CN(C1)C=1OC=C(N1)C(=O)N1CC(C1)O[Si](C1=CC=CC=C1)(C1=CC=CC=C1)C(C)(C)C (3-acetylthio-1-{4-[3-(t-butyldiphenylsilyloxy)-azetidin-1-ylcarbonyl]-1,3-oxazol-2-yl}azetidine), C(C)(=O)O.NN (hydrazine acetate), C(O)([O-])=O.[Na+] (sodium hydrogencarbonate). Solvent: C(C)#N (acetonitrile), CN(C=O)C (dimethylformamide), C(C)(=O)OCC (ethyl acetate). Run at time 1 hour. Yields the product [Si](C1=CC=CC=C1)(C1=CC=CC=C1)(C(C)(C)C)OC1CN(C1)C(=O)C=1N=C(OC1)N1CC(C1)SC=1[C@@H]([C@H]2N(C1C(=O)OCC1=CC=C(C=C1)[N+](=O)[O-])C([C@@H]2[C@@H](C)O)=O)C (p-nitrobenzyl (1R,5S,6S)-2-(1-{4-[3-(t-butyldiphenylsilyloxy)-azetidin-1-ylcarbonyl]-1,3-oxazol-2-yl}azetidin-3-yl)thio-6-[(R)-1-hydroxyethyl]-1-methylcarbapen-2-em-3-carboxylate). Isolated yield 88.9%. As a reaction SMILES: C([S:4][CH:5]1[CH2:8][N:7]([C:9]2[O:10][CH:11]=[C:12]([C:14]([N:16]3[CH2:19][CH:18]([O:20][Si:21]([C:34]([CH3:37])([CH3:36])[CH3:35])([C:28]4[CH:33]=[CH:32][CH:31]=[CH:30][CH:29]=4)[C:22]4[CH:27]=[CH:26][CH:25]=[CH:24][CH:23]=4)[CH2:17]3)=[O:15])[N:13]=2)[CH2:6]1)(=O)C.C(O)(=O)C.NN.C1(P(O[C:59]2[C@H:60]([CH3:83])[C@H:61]3[C@@H:78]([C@H:79]([OH:81])[CH3:80])[C:77](=[O:82])[N:62]3[C:63]=2[C:64]([O:66][CH2:67][C:68]2[CH:73]=[CH:72][C:71]([N+:74]([O-:76])=[O:75])=[CH:70][CH:69]=2)=[O:65])(C2C=CC=CC=2)=O)C=CC=CC=1.C(N(C(C)C)CC)(C)C.C(=O)([O-])O.[Na+]>CN(C)C=O.C(#N)C.C(OCC)(=O)C>[Si:21]([O:20][CH:18]1[CH2:17][N:16]([C:14]([C:12]2[N:13]=[C:9]([N:7]3[CH2:8][CH:5]([S:4][C:59]4[C@H:60]([CH3:83])[C@@H:61]5[C@@H:78]([C@H:79]([OH:81])[CH3:80])[C:77](=[O:82])[N:62]5[C:63]=4[C:64]([O:66][CH2:67][C:68]4[CH:69]=[CH:70][C:71]([N+:74]([O-:76])=[O:75])=[CH:72][CH:73]=4)=[O:65])[CH2:6]3)[O:10][CH:11]=2)=[O:15])[CH2:19]1)([C:34]([CH3:37])([CH3:35])[CH3:36])([C:28]1[CH:33]=[CH:32][CH:31]=[CH:30][CH:29]=1)[C:22]1[CH:27]=[CH:26][CH:25]=[CH:24][CH:23]=1 |f:1.2,5.6|. Procedure details: To a solution of 3-acetylthio-1-{4-[3-(t-butyldiphenylsilyloxy)-azetidin-1-ylcarbonyl]-1,3-oxazol-2-yl}azetidine (860 mg, 1.61 mmol) (obtained as described in Reference Example 74) in dimethylformamide (43 ml) was added hydrazine acetate (178 mg, 1.93 mmol) at room temperature under an atmosphere of nitrogen and the mixture was stirred for 1 hour. After checking the completion of the reaction, a solution of p-nitrobenzyl (1R,5S,6S)-2-(diphenylphosphoryloxy)-6-[(R)-1-hydroxyethyl]-1-methylcarbape... Reactants: NC1=NC=NC(=C1C#CC1=CC=C(C=C1)C(F)(F)F)C (4-amino-6-methyl-5-{[4-(trifluoromethyl)phenyl]ethynyl}pyrimidine), ClCC1=CC=C(O1)C(=O)OCC (ethyl 5-chloromethyl-2-furancarboxylate), C(O)([O-])=O.[Na+] (sodium hydrogencarbonate). Solvent: CN(C=O)C (N,N-dimethylformamide). Conditions: temperature 80 celsius, time 12 hour. Yields the product CC1=C(C(=NC=N1)NCC1=CC=C(O1)C(=O)OCC)C#CC1=CC=C(C=C1)C(F)(F)F (Ethyl 5-(6-methyl-5-{[4-(trifluoromethyl)phenyl]ethynyl}pyrimidin-4-ylaminomethyl)-2-furancarboxylate). RXN SMILES: [NH2:1][C:2]1[C:7]([C:8]#[C:9][C:10]2[CH:15]=[CH:14][C:13]([C:16]([F:19])([F:18])[F:17])=[CH:12][CH:11]=2)=[C:6]([CH3:20])[N:5]=[CH:4][N:3]=1.Cl[CH2:22][C:23]1[O:27][C:26]([C:28]([O:30][CH2:31][CH3:32])=[O:29])=[CH:25][CH:24]=1.C(=O)([O-])O.[Na+]>CN(C)C=O>[CH3:20][C:6]1[N:5]=[CH:4][N:3]=[C:2]([NH:1][CH2:22][C:23]2[O:27][C:26]([C:28]([O:30][CH2:31][CH3:32])=[O:29])=[CH:25][CH:24]=2)[C:7]=1[C:8]#[C:9][C:10]1[CH:11]=[CH:12][C:13]([C:16]([F:19])([F:17])[F:18])=[CH:14][CH:15]=1 |f:2.3|. Procedure details: A mixture of 4-amino-6-methyl-5-{[4-(trifluoromethyl)phenyl]ethynyl}pyrimidine (2.8 g), ethyl 5-chloromethyl-2-furancarboxylate (1.8 g), sodium hydrogencarbonate (1 g) and N,N-dimethylformamide (120 ml) was heated while stirring at 80° C. for 12 hours. The mixture thus obtained was concentrated under reduced pressure. To the resultant residue, water was added. After extraction was performed with ethyl acetate, an organic phase was dried over anhydrous sodium sulfate and evaporated. The resultant... Reactants: BrC1=CC(=C2C(C=C(NC2=C1)C(=O)OCC)=O)CC (ethyl 7-bromo-5-ethyl-4-oxo-1,4-dihydroquinoline-2-carboxylate), [OH-].[Na+] (sodium hydroxide). Product: BrC1=CC(=C2C(C=C(NC2=C1)C(=O)O)=O)CC (7-bromo-5-ethyl-4-oxo-1,4-dihydroquinoline-2-carboxylic acid). Reaction SMILES: [Br:1][C:2]1[CH:11]=[C:10]2[C:5]([C:6](=[O:17])[CH:7]=[C:8]([C:12]([O:14]CC)=[O:13])[NH:9]2)=[C:4]([CH2:18][CH3:19])[CH:3]=1.[OH-].[Na+]>>[Br:1][C:2]1[CH:11]=[C:10]2[C:5]([C:6](=[O:17])[CH:7]=[C:8]([C:12]([OH:14])=[O:13])[NH:9]2)=[C:4]([CH2:18][CH3:19])[CH:3]=1 |f:1.2|. Procedure details: Treatment of ethyl 7-bromo-5-ethyl-4-oxo-1,4-dihydroquinoline-2-carboxylate with sodium hydroxide (0.247 g), as described in Example 1c, gave 7-bromo-5-ethyl-4-oxo-1,4-dihydroquinoline-2-carboxylic acid, mp 278° C. (decomp.). δ (360 MHz, DMSO-d6) 1.14 (3H, t, CH3), 3.24 (2H, q, CH2), 6.55 (1H, s, 3-H), 7.22 (1H, d, 6-H), 8.02 (1H, d, 8-H) and 11.74 (1H, bs, NH). Reactants: Cc1nc(-c2ccc(N3CCN(C(=O)OC(C)(C)C)CC3)cc2)no1, C1COCCO1, Cl. Product: Cl, Cc1nc(-c2ccc(N3CCNCC3)cc2)no1. RXN SMILES: [C:1]([O:2][C:3](=[O:4])[N:8]1[CH2:9][CH2:10][N:11]([c:14]2[cH:15][cH:16][c:17](-[c:20]3[n:21][o:22][c:23]([CH3:25])[n:24]3)[cH:18][cH:19]2)[CH2:12][CH2:13]1)([CH3:5])([CH3:6])[CH3:7].[CH2:27]1[O:28][CH2:29][CH2:30][O:31][CH2:32]1.[ClH:26]>>[ClH:26].[NH:8]1[CH2:9][CH2:10][N:11]([c:14]2[cH:15][cH:16][c:17](-[c:20]3[n:21][o:22][c:23]([CH3:25])[n:24]3)[cH:18][cH:19]2)[CH2:12][CH2:13]1. Starting materials: BrCCCCBr, COc1cc2ncnc(N3CCc4ccc(N)cc43)c2cc1OC, [Na+], O=C([O-])O, CN(C)C=O, c1ccncc1. Product: COc1cc2ncnc(N3CCc4ccc(N5CCCC5)cc43)c2cc1OC. As a reaction SMILES: [Br:25][CH2:26][CH2:27][CH2:28][CH2:29][Br:30].[CH3:1][O:2][c:3]1[cH:4][c:5]2[c:6]([N:15]3[CH2:16][CH2:17][c:18]4[cH:19][cH:20][c:21]([NH2:24])[cH:22][c:23]43)[n:7][cH:8][n:9][c:10]2[cH:11][c:12]1[O:13][CH3:14].[Na+:46].[O-:42][C:43]([OH:44])=[O:45].[O:37]=[CH:38][N:39]([CH3:40])[CH3:41].[cH:31]1[cH:32][cH:33][n:34][cH:35][cH:36]1>>[CH3:1][O:2][c:3]1[cH:4][c:5]2[c:6]([N:15]3[CH2:16][CH2:17][c:18]4[cH:19][cH:20][c:21]([N:24]5[CH2:26][CH2:27][CH2:28][CH2:29]5)[cH:22][c:23]43)[n:7][cH:8][n:9][c:10]2[cH:11][c:12]1[O:13][CH3:14].